This data is from the Open Reaction Database (ORD), a public repository of structured organic reaction records. The task is: describe an organic reaction: reactants, conditions, products, and yield Starting materials: C(C)NC (ethyl-(methyl)amine), C1=CN(C(=O)NC1=O)[C@H]2[C@H]([C@@H]([C@H](O2)CO)O)O (uracil arabinoside), P(=O)([O-])([O-])[O-].[K+].[K+].[K+] (potassium phosphate), purine nucleoside, [C@@H]1([C@H](O)[C@H](O)[C@@H](CO)O1)N1C(=O)NC(=O)C=C1 (uridine), C(C)C1=C2NC=NC2=NC(=N1)NC (6-Ethyl(methyl)aminopurine), [N-]=[N+]=[N-].[K+] (potassium azide). Solvent: C(C)#N (acetonitrile), C(CC)O (n-propanol). Conditions: temperature 37 celsius. Product: C(C)C1=C2NC=NC2=NC(=N1)NC (6-Ethyl(methyl)aminopurine), [C@@H]1([C@@H](O)[C@H](O)[C@H](O1)CO)N1C2=NC(=NC(=C2N=C1)CC)NC (9-β-D-arabinofuranosyl-6-ethyl(methyl)amino-9 H-Purine). The yield is 157.0%. As a reaction SMILES: C(NC)C.[CH2:5]([C:7]1[N:15]=[C:14]([NH:16][CH3:17])[N:13]=[C:12]2[C:8]=1[NH:9][CH:10]=[N:11]2)[CH3:6].C1C(=O)NC(=O)N([C@@H:26]2[O:30][C@H:29]([CH2:31][OH:32])[C@@H:28]([OH:33])[C@@H:27]2[OH:34])C=1.P([O-])([O-])([O-])=O.[K+].[K+].[K+].[N-]=[N+]=[N-].[K+].[C@@H]1(N2C=CC(=O)NC2=O)O[C@H](CO)[C@@H](O)[C@H]1O>C(#N)C.C(O)CC>[CH2:5]([C:7]1[N:15]=[C:14]([NH:16][CH3:17])[N:13]=[C:12]2[C:8]=1[NH:9][CH:10]=[N:11]2)[CH3:6].[C@@H:26]1([N:11]2[CH:10]=[N:9][C:8]3[C:12]2=[N:13][C:14]([NH:16][CH3:17])=[N:15][C:7]=3[CH2:5][CH3:6])[O:30][C@H:29]([CH2:31][OH:32])[C@@H:28]([OH:33])[C@@H:27]1[OH:34] |f:3.4.5.6,7.8|. Reported procedure: 6-Ethyl(methyl)aminopurine was prepared by nucleophilic displacement of the chlorine group on 6-chloropurine (Sigma Chemicals, St. Louis, Mo.) by ethyl-(methyl)amine in acetonitrile. 6-Ethyl(methyl)aminopurine (2.8 mmoles, 0.5 g) and uracil arabinoside (5.6 mmoles, 1.38g) were suspended in 575 ml of a 10 mM potassium phosphate, 0.04% potassium azide solution, pH of 7.4, containing 10% n-propanol (v/v). Purified uridine phosphorylase (6000 I.U.) and purine nucleoside phosphorylase (8400 I.U.) (Kr... Reactants: C(C)(C)OC1=CC=C(C=N1)[C@H](C)NC(=O)[C@@H]1[C@H](C1)C1=CC=CC=C1 ((1S,2S)-2-Phenyl-cyclopropanecarboxylic acid [(S)-1-(6-isopropoxy-pyridin-3-yl)-ethyl]-amide), CC1=CC=C(C=N1)[C@H](C)N ((S)-1-(6-methyl-pyridin-3-yl)-ethylamine). Product: CC1=CC=C(C=N1)[C@H](C)NC(=O)[C@@H]1[C@H](C1)C1=CC=CC=C1 ((1S,2S)-2-Phenyl-cyclopropanecarboxylic acid [(S)-1-(6-methyl-pyridin-3-yl)ethyl]-amide). RXN SMILES: C(O[C:5]1[N:10]=[CH:9][C:8]([C@@H:11]([NH:13][C:14]([C@H:16]2[CH2:18][C@@H:17]2[C:19]2[CH:24]=[CH:23][CH:22]=[CH:21][CH:20]=2)=[O:15])[CH3:12])=[CH:7][CH:6]=1)(C)C.[CH3:25]C1N=CC([C@@H](N)C)=CC=1>>[CH3:25][C:5]1[N:10]=[CH:9][C:8]([C@@H:11]([NH:13][C:14]([C@H:16]2[CH2:18][C@@H:17]2[C:19]2[CH:20]=[CH:21][CH:22]=[CH:23][CH:24]=2)=[O:15])[CH3:12])=[CH:7][CH:6]=1. Procedure: Prepared analogously to Compound 1 using IM46 and commercially available (S)-1-(6-methyl-pyridin-3-yl)-ethylamine (Supplier Netchem Inc., Catalog No 519526). Yield=0.27 g (21%). 1H NMR (600 MHz, DMSO) δ 8.61 (d, 1H), 8.37 (s, 1H), 7.57 (d, 1H), 7.26 (m, 2H), 7.16 (m, 2H), 7.09 (d, 2H), 4.92 (m, 1H), 2.41 (s, 3H), 2.19 (m, 1H), 1.91 (m, 1H), 1.36 (m, 4H), 1.20 (m, 1H). LC-MS (m/z) 281.2 (MH+), tR=0.86 min (method A). Starting materials: COC(=O)c1cc(NC(=O)OC(C)(C)C)cn1C, C1CCOC1, [Na+], [OH-], O, O. The product is Cn1cc(NC(=O)OC(C)(C)C)cc1C(=O)O. Reaction SMILES: [C:1]([CH3:2])([CH3:3])([CH3:4])[O:5][C:6](=[O:7])[NH:8][c:9]1[cH:10][c:11]([C:15](=[O:16])[O:17][CH3:18])[n:12]([CH3:14])[cH:13]1.[CH2:21]1[O:22][CH2:23][CH2:24][CH2:25]1.[Na+:20].[OH-:19].[OH2:26].[OH2:27]>>[C:1]([CH3:2])([CH3:3])([CH3:4])[O:5][C:6](=[O:7])[NH:8][c:9]1[cH:10][c:11]([C:15](=[O:16])[OH:17])[n:12]([CH3:14])[cH:13]1.